Dataset: the Open Reaction Database (ORD), a public repository of structured organic reaction records. Task: describe an organic reaction: reactants, conditions, products, and yield The reactants are C(C1=CC=CC=C1)OC(=O)N1[C@H](C(=O)N2[C@@H](CCC2)C(CSC(C)C)O)CCC1 ((2S)-1-(N-Benzyloxycarbonyl-L-prolyl)-2-[1-hydroxy-2-(isopropylthio)ethyl]pyrrolidine), ClCCl (dichloromethane), ClC1=CC(=CC=C1)C(=O)OO (m-chloroperbenzoic acid). Product: C(C1=CC=CC=C1)OC(=O)N1[C@H](C(=O)N2[C@@H](CCC2)C(CS(=O)C(C)C)O)CCC1 ((2S)-1-(N-Benzyloxycarbonyl-L-prolyl)-2-[1-hydroxy-2-(isopropylsulfinyl)ethyl]pyrrolidine). RXN SMILES: [CH2:1]([O:8][C:9]([N:11]1[CH2:29][CH2:28][CH2:27][C@H:12]1[C:13]([N:15]1[CH2:19][CH2:18][CH2:17][C@H:16]1[CH:20]([OH:26])[CH2:21][S:22][CH:23]([CH3:25])[CH3:24])=[O:14])=[O:10])[C:2]1[CH:7]=[CH:6][CH:5]=[CH:4][CH:3]=1.ClCCl.ClC1C=CC=C(C(OO)=[O:41])C=1>>[CH2:1]([O:8][C:9]([N:11]1[CH2:29][CH2:28][CH2:27][C@H:12]1[C:13]([N:15]1[CH2:19][CH2:18][CH2:17][C@H:16]1[CH:20]([OH:26])[CH2:21][S:22]([CH:23]([CH3:24])[CH3:25])=[O:41])=[O:14])=[O:10])[C:2]1[CH:3]=[CH:4][CH:5]=[CH:6][CH:7]=1. Reported procedure: (2S)-1-(N-Benzyloxycarbonyl-L-prolyl)-2-[1-hydroxy-2-(isopropylthio)ethyl]pyrrolidine (1.61 g) was subjected to oxidation as in Example 2-A) in dichloromethane using 1.1 equivalent of m-chloroperbenzoic acid to give 1.40 g of the title compound. Starting materials: ClC1=CC=C(C=C1)S(=O)(=O)N=C=O (4-chlorobenzenesulfonylisocyanate), NC1=C(C(=O)O)C(=CC=C1)C (2-amino-6-methylbenzoic acid). The product is ClC1=CC=C(C=C1)S(=O)(=O)N1C(NC2=CC=CC(=C2C1=O)C)=O (3-(4-chlorobenzenesulfonyl)-5-methyl-2,4(1H,3H)-quinazolinedione). The yield is 85.6%. As a reaction SMILES: [Cl:1][C:2]1[CH:7]=[CH:6][C:5]([S:8]([N:11]=[C:12]=[O:13])(=[O:10])=[O:9])=[CH:4][CH:3]=1.[NH2:14][C:15]1[CH:23]=[CH:22][CH:21]=[C:20]([CH3:24])[C:16]=1[C:17](O)=[O:18]>>[Cl:1][C:2]1[CH:3]=[CH:4][C:5]([S:8]([N:11]2[C:17](=[O:18])[C:16]3[C:15](=[CH:23][CH:22]=[CH:21][C:20]=3[CH3:24])[NH:14][C:12]2=[O:13])(=[O:9])=[O:10])=[CH:6][CH:7]=1. Procedure details: 2.00 g (9.19 mmol) of 4-chlorobenzenesulfonylisocyanate and 1.26 g (8.33 mmol) of 2-amino-6-methylbenzoic acid were treated in the same way as in Example 1 to obtain 2.50 g of the above-identified compound (yield 85.6%). Properties: colorless crystal, Melting point: >250° C., PMR (δppm, DMSO-d6): 2.56 (3H,s), 6.99 (2H,t), 7.49 (1H,t), 7.77 (2H,d), 8.20 (2H,d), 11.54 (1H,br). Starting materials: N#Cc1cccc2c1CC(=O)c1ccccc1S2, CCO, NN, O. The product is N#Cc1cccc2c1CC(=NN)c1ccccc1S2. RXN SMILES: [C:1](#[N:2])[c:3]1[cH:4][cH:5][cH:6][c:7]2[c:8]1[CH2:9][C:10](=[O:18])[c:11]1[c:12]([cH:14][cH:15][cH:16][cH:17]1)[S:13]2.[CH3:22][CH2:23][OH:24].[NH2:20][NH2:21].[OH2:19]>>[C:1](#[N:2])[c:3]1[cH:4][cH:5][cH:6][c:7]2[c:8]1[CH2:9][C:10](=[N:20][NH2:21])[c:11]1[c:12]([cH:14][cH:15][cH:16][cH:17]1)[S:13]2.